From a dataset of the Open Reaction Database (ORD), a public repository of structured organic reaction records. describe an organic reaction: reactants, conditions, products, and yield Reactants: O=C([O-])[O-], CNc1nccc(-c2cccnc2Oc2ccc(N3CCNC3=O)cc2C)n1, CC1(C)c2cccc(P(c3ccccc3)c3ccccc3)c2Oc2c(P(c3ccccc3)c3ccccc3)cccc21, ClCCl, [Cs+], [Cs+], FC(F)(F)c1cccc(I)c1, CC(=O)[O-], CC(=O)[O-], C1COCCO1, [Pd+2]. The product is CNc1nccc(-c2cccnc2Oc2ccc(N3CCN(c4cccc(C(F)(F)F)c4)C3=O)cc2C)n1. Reaction SMILES: [C:82](=[O:83])([O-:84])[O-:85].[CH3:1][c:2]1[cH:3][c:4]([N:23]2[C:24](=[O:28])[NH:25][CH2:26][CH2:27]2)[cH:5][cH:6][c:7]1[O:8][c:9]1[n:10][cH:11][cH:12][cH:13][c:14]1-[c:15]1[n:16][c:17]([NH:21][CH3:22])[n:18][cH:19][cH:20]1.[CH3:40][C:41]1([CH3:42])[c:43]2[cH:44][cH:45][cH:46][c:47]([P:48]([c:49]3[cH:50][cH:51][cH:52][cH:53][cH:54]3)[c:55]3[cH:56][cH:57][cH:58][cH:59][cH:60]3)[c:61]2[O:62][c:63]2[c:64]1[cH:65][cH:66][cH:67][c:68]2[P:69]([c:70]1[cH:71][cH:72][cH:73][cH:74][cH:75]1)[c:76]1[cH:77][cH:78][cH:79][cH:80][cH:81]1.[Cl:94][CH2:95][Cl:96].[Cs+:86].[Cs+:87].[I:29][c:30]1[cH:31][c:32]([C:36]([F:37])([F:38])[F:39])[cH:33][cH:34][cH:35]1.[O-:102][C:103]([CH3:104])=[O:105].[O-:98][C:99]([CH3:100])=[O:101].[O:88]1[CH2:89][CH2:90][O:91][CH2:92][CH2:93]1.[Pd+2:97]>>[CH3:1][c:2]1[cH:3][c:4]([N:23]2[C:24](=[O:28])[N:25]([c:30]3[cH:31][c:32]([C:36]([F:37])([F:38])[F:39])[cH:33][cH:34][cH:35]3)[CH2:26][CH2:27]2)[cH:5][cH:6][c:7]1[O:8][c:9]1[n:10][cH:11][cH:12][cH:13][c:14]1-[c:15]1[n:16][c:17]([NH:21][CH3:22])[n:18][cH:19][cH:20]1. Starting materials: Cl (HCl), C(CCCCCCCC=CCCCCCCCC)OC=1C=C(CNCCCCCCCCN)C=CC1OCCCCCCCCC=CCCCCCCCC (N1-(3,4-Bis-octadec-9-enyloxy-benzyl)-octane-1,8-diamine). Run in C(C)(=O)OCC (ethyl acetate), C(C)(=O)OCC (ethyl acetate). Run at temperature 0 celsius, time 1 hour. Yields the product Cl.Cl.C(CCCCCCCC=CCCCCCCCC)OC=1C=C(CNCCCCCCCCN)C=CC1OCCCCCCCCC=CCCCCCCCC (N1-(3,4-Bis-octadec-9-enyloxy-benzyl)-octane-1,8-diamine, dihydrochloride salt), powder. Yield: 98.0%. As a reaction SMILES: [CH2:1]([O:19][C:20]1[CH:21]=[C:22]([CH:34]=[CH:35][C:36]=1[O:37][CH2:38][CH2:39][CH2:40][CH2:41][CH2:42][CH2:43][CH2:44][CH2:45][CH:46]=[CH:47][CH2:48][CH2:49][CH2:50][CH2:51][CH2:52][CH2:53][CH2:54][CH3:55])[CH2:23][NH:24][CH2:25][CH2:26][CH2:27][CH2:28][CH2:29][CH2:30][CH2:31][CH2:32][NH2:33])[CH2:2][CH2:3][CH2:4][CH2:5][CH2:6][CH2:7][CH2:8][CH:9]=[CH:10][CH2:11][CH2:12][CH2:13][CH2:14][CH2:15][CH2:16][CH2:17][CH3:18].[ClH:56]>C(OCC)(=O)C>[ClH:56].[ClH:56].[CH2:1]([O:19][C:20]1[CH:21]=[C:22]([CH:34]=[CH:35][C:36]=1[O:37][CH2:38][CH2:39][CH2:40][CH2:41][CH2:42][CH2:43][CH2:44][CH2:45][CH:46]=[CH:47][CH2:48][CH2:49][CH2:50][CH2:51][CH2:52][CH2:53][CH2:54][CH3:55])[CH2:23][NH:24][CH2:25][CH2:26][CH2:27][CH2:28][CH2:29][CH2:30][CH2:31][CH2:32][NH2:33])[CH2:2][CH2:3][CH2:4][CH2:5][CH2:6][CH2:7][CH2:8][CH:9]=[CH:10][CH2:11][CH2:12][CH2:13][CH2:14][CH2:15][CH2:16][CH2:17][CH3:18] |f:3.4.5|. Procedure details: A concentrated solution of the amine 16 (0.097 g, 0.13 mmol) in ethyl acetate was added cooled to 0° C. A total of 4 mL of a freshly prepared saturated solution of HCl in ethyl acetate was added dropwise and the solution stirred for 1 h at room temperature during which time a white precipitate formed. The ethyl acetate was removed in vacuo and the residue co-evaporated with ethyl acetate and chloroform to give the product 23 as an off white powder (0.104 g, 98%); 1H NMR (CDCl3) d 7.24 (s, 1H, ar... Starting materials: C1CCOC1, C[N+](C)(C)Cc1ccccc1, CSCS(C)=O, O=Cc1ccc(Oc2ccc(C(=O)NCCc3ccc(Cl)cc3)cc2)c(C2CC2)c1, [OH-]. Product: CSC(=Cc1ccc(Oc2ccc(C(=O)NCCc3ccc(Cl)cc3)cc2)c(C2CC2)c1)S(C)=O. Reaction SMILES: [CH2:49]1[O:50][CH2:51][CH2:52][CH2:53]1.[CH3:32][N+:33]([CH3:34])([CH3:35])[CH2:36][c:37]1[cH:38][cH:39][cH:40][cH:41][cH:42]1.[CH3:43][S:44](=[O:45])[CH2:46][S:47][CH3:48].[Cl:1][c:2]1[cH:3][cH:4][c:5]([CH2:6][CH2:7][NH:8][C:9]([c:10]2[cH:11][cH:12][c:13]([O:16][c:17]3[c:18]([CH:25]4[CH2:26][CH2:27]4)[cH:19][c:20]([CH:23]=[O:24])[cH:21][cH:22]3)[cH:14][cH:15]2)=[O:28])[cH:29][cH:30]1.[OH-:31]>>[Cl:1][c:2]1[cH:3][cH:4][c:5]([CH2:6][CH2:7][NH:8][C:9]([c:10]2[cH:11][cH:12][c:13]([O:16][c:17]3[c:18]([CH:25]4[CH2:26][CH2:27]4)[cH:19][c:20]([CH:23]=[C:46]([S:44]([CH3:43])=[O:45])[S:47][CH3:48])[cH:21][cH:22]3)[cH:14][cH:15]2)=[O:28])[cH:29][cH:30]1.